From a dataset of the Open Reaction Database (ORD), a public repository of structured organic reaction records. describe an organic reaction: reactants, conditions, products, and yield Starting materials: CN1CC(NC2=C(C1=O)C=CC=C2)=C(C(=O)OCC)C(=O)OCC (diethyl (1,3,4,5-tetrahydro-4-methyl-5-oxo-2H-1,4-benzodiazepin-2-ylidene)malonate), [OH-].[Na+] (sodium hydroxide). Run in C(C)O (ethanol). Yields the product CN1CC(NC2=C(C1=O)C=CC=C2)=CC(=O)OCC (ethyl (1,3,4,5-tetrahydro-4-methyl-5-oxo-2H-1,4-benzodiazepin-2-ylidene)acetate). RXN SMILES: [CH3:1][N:2]1[C:8](=[O:9])[C:7]2[CH:10]=[CH:11][CH:12]=[CH:13][C:6]=2[NH:5][C:4](=[C:14](C(OCC)=O)[C:15]([O:17][CH2:18][CH3:19])=[O:16])[CH2:3]1.[OH-].[Na+]>C(O)C>[CH3:1][N:2]1[C:8](=[O:9])[C:7]2[CH:10]=[CH:11][CH:12]=[CH:13][C:6]=2[NH:5][C:4](=[CH:14][C:15]([O:17][CH2:18][CH3:19])=[O:16])[CH2:3]1 |f:1.2|. Procedure details: A mixture of 33.2 g (0.1 mol) of diethyl (1,3,4,5-tetrahydro-4-methyl-5-oxo-2H-1,4-benzodiazepin-2-ylidene)malonate, 8.0 g (0.2 mol) of sodium hydroxide and 400 ml of absolute ethanol is heated to reflux for 3 hours. The mixture is subsequently left to crystallise at 0° C. and the separated solid material is filtered off under suction and transferred to a separating funnel. 100 ml of chloroform and 25 ml of water are added thereto. Then, the aqueous phase is separated. The organic phase is washe... The reactants are ClC(=O)CC12C3=CC=CC=C3C(C=3C=CC=CC13)CC2 (9 -(chlorocarbonylmethyl)-9,10-dihydro-9,10-ethano-anthracene), [H][H] (hydrogen), N1=CC=CC2=CC=CC=C12.[S] (quinoline sulphur). Reagents/catalysts: [Pd] (palladium on charcoal). Solvent: C=1(C(=CC=CC1)C)C (xylene). Conditions: time 7 hour. Product: OC(CC12C3=CC=CC=C3C(C=3C=CC=CC13)CC2)C#N (9-(2-hydroxy-2-cyano-ethyl)-9,10-dihydro-9,10-ethano-anthracene). As a reaction SMILES: [N:1]1C2C(=CC=CC=2)C=C[CH:2]=1.[S].Cl[C:13]([CH2:15][C:16]12[CH2:31][CH2:30][CH:23]([C:24]3[CH:25]=[CH:26][CH:27]=[CH:28][C:29]=31)[C:22]1[C:17]2=[CH:18][CH:19]=[CH:20][CH:21]=1)=[O:14].[H][H]>[Pd].C1(C)C(C)=CC=CC=1>[OH:14][CH:13]([C:2]#[N:1])[CH2:15][C:16]12[CH2:31][CH2:30][CH:23]([C:24]3[CH:25]=[CH:26][CH:27]=[CH:28][C:29]=31)[C:22]1[C:17]2=[CH:18][CH:19]=[CH:20][CH:21]=1 |f:0.1,^3:10|. Reported procedure: 10 g of 10% strength palladium on charcoal, poisoned with quinoline-sulphur, are added to a solution of 46 g of 9 -(chlorocarbonylmethyl)-9,10-dihydro-9,10-ethano-anthracene in 200 ml of xylene, and hydrogen is then passed through the mixture at 120° C. After 7 hours, the catalyst is filtered off and the filtrate is evaporated in vacuo. The residue is dissolved in methylene chloride and extracted by shaking with sodium carbonate solution. The organic phase is separated off, dried over sodium sul... Starting materials: Title compound 11A, NC1=CC=C(C=C1)N1N=CC=2C1=NC=NC2N (1-(4-amino-phenyl)-1H-pyrazolo[3,4-d]pyrimidin-4-ylamine), S1C(=CC=C1)C(=O)O (2-thiophenecarboxylic acid), Cl.CN(CCCN=C=NCC)C (1-(3-dimethylaminopropyl)-3-ethylcarbodiimide hydrochloride), ON1N=NC2=C1C=CC=C2 (1-hydroxybenzotriazole). The solvent is CN(C)C=O (DMF), CO (methanol). Run at time 10 minute. The product is NC1=C2C(=NC=N1)N(N=C2)C=2C=C(C=CC2)NC(=O)C=2SC=CC2 (Thiophene-2-carboxylic acid [3-(4-amino-pyrazolo[3,4-d]pyrimidin-1-yl)-phenyl]-amide). Isolated yield 12.5%. As a reaction SMILES: N[C:2]1[CH:7]=[CH:6][C:5]([N:8]2[C:12]3=[N:13][CH:14]=[N:15][C:16]([NH2:17])=[C:11]3[CH:10]=[N:9]2)=[CH:4][CH:3]=1.[S:18]1[CH:22]=[CH:21][CH:20]=[C:19]1[C:23]([OH:25])=O.Cl.C[N:28](C)CCCN=C=NCC.ON1C2C=CC=CC=2N=N1>CN(C=O)C.CO>[NH2:17][C:16]1[N:15]=[CH:14][N:13]=[C:12]2[N:8]([C:5]3[CH:4]=[C:3]([NH:28][C:23]([C:19]4[S:18][CH:22]=[CH:21][CH:20]=4)=[O:25])[CH:2]=[CH:7][CH:6]=3)[N:9]=[CH:10][C:11]=12 |f:2.3|. Reported procedure: Title compound 11A, 1-(4-amino-phenyl)-1H-pyrazolo[3,4-d]pyrimidin-4-ylamine (39 mg, 1.1 eq, 0.17 mmol) was added to a solution 2-thiophenecarboxylic acid (20 mg, 1.0 eq, 0.16 mmol), 1-(3-dimethylaminopropyl)-3-ethylcarbodiimide hydrochloride (27 mg, 1.1 eq, 0.17 mmol), 1-hydroxybenzotriazole (21 mg, 1.0 eq, 0.16 mmol) in DMF (1 ml) which had been stirred for 10 minutes under an inert atmosphere. The reaction was stirred at room temperature for 17 hours, after which methanol (1 ml) was added, an...